This data is from the Open Reaction Database (ORD), a public repository of structured organic reaction records. The task is: describe an organic reaction: reactants, conditions, products, and yield The solvent is O1CCOCC1 (dioxane). The product is C(C)N(C=CC(=O)C=1C=NC=CC1)CC (3-diethylamino-1-(3-pyridinyl)-2-propen-1-one). Reactants: C(C)(=O)C=1C=NC=CC1 (3-acetylpyridine), COC(N(CC)CC)OC (N,N-diethylformamide dimethylacetal). RXN SMILES: [C:1]([C:4]1[CH:5]=[N:6][CH:7]=[CH:8][CH:9]=1)(=[O:3])[CH3:2].CO[CH:12](OC)[N:13]([CH2:16][CH3:17])[CH2:14][CH3:15]>O1CCOCC1>[CH2:14]([N:13]([CH2:16][CH3:17])[CH:12]=[CH:2][C:1]([C:4]1[CH:5]=[N:6][CH:7]=[CH:8][CH:9]=1)=[O:3])[CH3:15]. Procedure: A mixture of 0.10 mole of 3-acetylpyridine and 0.10 mole of N,N-diethylformamide dimethylacetal in 100 ml of dioxane was refluxed for 10 hours. The solvent was removed, giving 3-diethylamino-1-(3-pyridinyl)-2-propen-1-one. The reactants are C(=O)(OCC1=CC=CC=C1)NC1C(N(C2=C(C(=N1)C1=CC=CC=C1)C=CC=C2)CC2=CC=C(C=C2)OC)=O ((±) 3-[N-carbobenzyloxy]amino-2,3-dihydro-1-[4-methoxybenzyl]-2-oxo-5-phenyl-1H-1,4-benzodiazepine), C(=O)([O-])C(O)C(O)C(=O)[O-].[K+].[Na+] (sodium potassium tartrate), O (water), O (water), [N+](=O)([O-])[O-].[Ce+4].[NH4+].[N+](=O)([O-])[O-].[N+](=O)([O-])[O-].[N+](=O)([O-])[O-].[N+](=O)([O-])[O-] (ammonium cerium(IV) nitrate), resultant mixture. Run in C(C)(=O)OCC (ethyl acetate), C(C)#N (acetonitrile). Conditions: time 5 minute. Product: C(=O)(OCC1=CC=CC=C1)NC1C(NC2=C(C(=N1)C1=CC=CC=C1)C=CC=C2)=O ((±) 3-[N-carbobenzyloxy]amino-2,3-dihydro-2-oxo-5-phenyl-1H-1,4-benzodiazepine). Reaction SMILES: [C:1]([NH:11][CH:12]1[N:18]=[C:17]([C:19]2[CH:24]=[CH:23][CH:22]=[CH:21][CH:20]=2)[C:16]2[CH:25]=[CH:26][CH:27]=[CH:28][C:15]=2[N:14](CC2C=CC(OC)=CC=2)[C:13]1=[O:38])([O:3][CH2:4][C:5]1[CH:10]=[CH:9][CH:8]=[CH:7][CH:6]=1)=[O:2].O.[N+]([O-])([O-])=O.[Ce+4].[NH4+].[N+]([O-])([O-])=O.[N+]([O-])([O-])=O.[N+]([O-])([O-])=O.[N+]([O-])([O-])=O.C(C(C(C([O-])=O)O)O)([O-])=O.[K+].[Na+]>C(#N)C.C(OCC)(=O)C>[C:1]([NH:11][CH:12]1[N:18]=[C:17]([C:19]2[CH:20]=[CH:21][CH:22]=[CH:23][CH:24]=2)[C:16]2[CH:25]=[CH:26][CH:27]=[CH:28][C:15]=2[NH:14][C:13]1=[O:38])([O:3][CH2:4][C:5]1[CH:6]=[CH:7][CH:8]=[CH:9][CH:10]=1)=[O:2] |f:2.3.4.5.6.7.8,9.10.11|. Procedure: A suspension of (±) 3-[N-carbobenzyloxy]amino-2,3-dihydro-1-[4-methoxybenzyl]-2-oxo-5-phenyl-1H-1,4-benzodiazepine (0.58 g, 1.15 mmol, from step 5 of Example 1) in a mixture of acetonitrile (3.3 mL), water (1.2 mL) and ammonium cerium(IV) nitrate (3.1 g) was vortexed vigorously for 5 minutes. The resultant clear orange solution was stirred at room temperature for 20 minutes and add dropwisely into a mixture of saturated sodium potassium tartrate solution (40 mL), water (27 mL), and ethyl acetate...